From a dataset of the Open Reaction Database (ORD), a public repository of structured organic reaction records. describe an organic reaction: reactants, conditions, products, and yield The reactants are COC(COC1=CC(=C(C(=C1)C)C=O)C)=O ((4-formyl-3,5-dimethylphenoxy)-acetic acid methyl ester), NC=1C=C(C(=O)O)C=CC1N (3,4-diaminobenzoic acid), FeCl3. Solvent: CS(=O)C (DMSO). Conditions: time 8 hour. The product is COC(=O)COC1=CC(=C(C(=C1)C)C=1NC2=C(N1)C=CC(=C2)C(=O)O)C (2-(4-methoxycarbonylmethoxy-2,6-dimethylphenyl)-3H-benzoimidazole-5-carboxylic acid). RXN SMILES: [CH3:1][O:2][C:3](=[O:16])[CH2:4][O:5][C:6]1[CH:11]=[C:10]([CH3:12])[C:9]([CH:13]=O)=[C:8]([CH3:15])[CH:7]=1.[NH2:17][C:18]1[CH:19]=[C:20]([CH:24]=[CH:25][C:26]=1[NH2:27])[C:21]([OH:23])=[O:22]>CS(C)=O>[CH3:1][O:2][C:3]([CH2:4][O:5][C:6]1[CH:11]=[C:10]([CH3:12])[C:9]([C:13]2[NH:17][C:18]3[CH:19]=[C:20]([C:21]([OH:23])=[O:22])[CH:24]=[CH:25][C:26]=3[N:27]=2)=[C:8]([CH3:15])[CH:7]=1)=[O:16]. Reported procedure: To a solution (4-formyl-3,5-dimethylphenoxy)-acetic acid methyl ester (2.4 g) (from Example 6-9) and 3,4-diaminobenzoic acid (2.0 g) in DMSO (30 mL) under air at ambient temperature was added FeCl3 (150 mg) and the resulting brown reaction mixture was stirred at the same temperature overnight. The reaction was monitored by LC/MS which indicated completion. The reaction mixture was then decanted into 400 mL of stirred water and the resulting precipitate was collected by filtration and washed with... The reactants are C(#N)[C@H](C)NC(OC(C)(C)C)=O ((S)-tert-butyl 1-cyanoethylcarbamate), C(CCCCCCCCC)C1=CC=C(C(=O)O)C=C1 (4-decylbenzoic acid). Product: C(#N)[C@H](C)NC(C1=CC=C(C=C1)CCCCCCCCCC)=O ((S)—N-(1-cyanoethyl)-4-decylbenzamide). RXN SMILES: [C:1]([C@@H:3]([NH:5][C:6](=[O:12])OC(C)(C)C)[CH3:4])#[N:2].[CH2:13]([C:23]1[CH:31]=[CH:30][C:26](C(O)=O)=[CH:25][CH:24]=1)[CH2:14][CH2:15][CH2:16][CH2:17][CH2:18][CH2:19][CH2:20][CH2:21][CH3:22]>>[C:1]([C@@H:3]([NH:5][C:6](=[O:12])[C:26]1[CH:25]=[CH:24][C:23]([CH2:13][CH2:14][CH2:15][CH2:16][CH2:17][CH2:18][CH2:19][CH2:20][CH2:21][CH3:22])=[CH:31][CH:30]=1)[CH3:4])#[N:2]. Procedure: General procedure D was used to deprotect 0.198 g (1.2 mmols) of 4. The product was immediately carried on using general procedure F and coupled to 1.2 mmols of 7. The title product was purified with flash chromatography using a solvent system of ethyl acetate and hexanes (1:3) to yield 0.2 g (0.63 mmols). 1H NMR (500 MHz, CDCl3) δ 7.23 (d, J=8.2, 2H), 6.94 (d, J=7.3, 1H), 5.19-5.11 (m, 1H), 2.66-2.60 (m, 2H), 1.64 (dd, J=2.0, 7.2, 2H), 1.59 (dd, J=5.9, 13.3, 2H), 1.30 (dd, J=18.9, 22.5, 13H), 0... Reactants: COc1ccc2nc3c(OC)cc(=O)cc-3sc2c1, CO, CC(=O)O, ClCl. Yields the product COc1ccc2nc3c(OC)cc(=O)c(Cl)c-3sc2c1. As a reaction SMILES: [CH3:1][O:2][c:3]1[cH:4][c:5](=[O:19])[cH:6][c:7]2[s:8][c:9]3[cH:10][c:11]([O:17][CH3:18])[cH:12][cH:13][c:14]3[n:15][c:16]1-2.[CH3:22][OH:23].[CH3:24][C:25](=[O:26])[OH:27].[Cl:20][Cl:21]>>[CH3:1][O:2][c:3]1[cH:4][c:5](=[O:19])[c:6]([Cl:20])[c:7]2[s:8][c:9]3[cH:10][c:11]([O:17][CH3:18])[cH:12][cH:13][c:14]3[n:15][c:16]1-2. Reactants: COC1=CC=C(C=C1)B(O)O (4-methoxyphenylboronic acid), BrC=1N=CC(=NC1)N (5-bromo-pyrazin-2-ylamine), ethyl acetate petroleum ether. The reagents and catalysts are CN(C)C=1C=CN=CC1 (DMAP), CC(=O)[O-].CC(=O)[O-].[Cu+2] (Cu(OAc)2). The solvent is C(Cl)Cl (CH2Cl2). Reaction conditions: time 12 hour. Yields the product BrC=1N=CC(=NC1)NC1=CC=C(C=C1)OC ((5-bromo-pyrazin-2-yl)-(4-methoxy-phenyl)-amine). Yield: 10.4%. RXN SMILES: [CH3:1][O:2][C:3]1[CH:8]=[CH:7][C:6](B(O)O)=[CH:5][CH:4]=1.[Br:12][C:13]1[N:14]=[CH:15][C:16]([NH2:19])=[N:17][CH:18]=1>CN(C1C=CN=CC=1)C.C(Cl)Cl.CC([O-])=O.CC([O-])=O.[Cu+2]>[Br:12][C:13]1[N:14]=[CH:15][C:16]([NH:19][C:6]2[CH:7]=[CH:8][C:3]([O:2][CH3:1])=[CH:4][CH:5]=2)=[N:17][CH:18]=1 |f:4.5.6|. Procedure details: Into a 50 mL roundbottom flask, was placed 4-methoxyphenylboronic acid (5.4 g, 35.54 mmol). To this was added 5-bromo-pyrazin-2-ylamine (3 g, 17.24 mmol). Cu(OAc)2 (3.45 g, 19.06 mmol) was added, followed by addition of a solution of DMAP (4.2 g, 34.43 mmol) in CH2Cl2 (20 mL). The resulting solution was stirred at room temperature for 12 hours. The reaction progress was monitored by thin layer chromatography (TLC) (ethyl acetate/petroleum ether=1:2). When the reaction was complete, the mixture w...